Task: describe an organic reaction: reactants, conditions, products, and yield. Dataset: the Open Reaction Database (ORD), a public repository of structured organic reaction records The reactants are OC1=CC(NC=C1)=O (4-hydroxypyridin-2(1H)-one), CS(=O)(=O)OC1CCN(CC1)C1=NC=C(C=N1)CCC (1-(5-propylpyrimidin-2-yl)piperidin-4-yl methanesulfonate), C([O-])([O-])=O.[K+].[K+] (potassium carbonate), CS(=O)C (DMSO). Solvent: O (H2O). Run at temperature 100 celsius. Yields the product C(CC)C=1C=NC(=NC1)N1CCC(CC1)OC1=CC(NC=C1)=O (4-(1-(5-propylpyrimidin-2-yl)piperidin-4-yloxy)pyridin-2(1H)-one). Isolated yield 40.6%. As a reaction SMILES: [OH:1][C:2]1[CH:7]=[CH:6][NH:5][C:4](=[O:8])[CH:3]=1.CS(O[CH:14]1[CH2:19][CH2:18][N:17]([C:20]2[N:25]=[CH:24][C:23]([CH2:26][CH2:27][CH3:28])=[CH:22][N:21]=2)[CH2:16][CH2:15]1)(=O)=O.C(=O)([O-])[O-].[K+].[K+].CS(C)=O>O>[CH2:26]([C:23]1[CH:22]=[N:21][C:20]([N:17]2[CH2:18][CH2:19][CH:14]([O:1][C:2]3[CH:7]=[CH:6][NH:5][C:4](=[O:8])[CH:3]=3)[CH2:15][CH2:16]2)=[N:25][CH:24]=1)[CH2:27][CH3:28] |f:2.3.4|. Procedure: A stirring suspension of 4-hydroxypyridin-2(1H)-one (5.23 g, 47.1 mmol, Aldrich), 1-(5-propylpyrimidin-2-yl)piperidin-4-yl methanesulfonate (11.7 g, 39.2 mmol), potassium carbonate (12.5 g, 90 0 mmol, EMD) and DMSO (48 mL) was heated at 100° C. for 3 hours and then cooled to room temperature. The resulting mixture was diluted with H2O and extracted with EtOAc (2×). The organic layers were combined and concentrated in vacuo to a brown solid. The solid was purified by flash chromatography (SiO2, 1... The reactants are NC1=CC(=C(C(=O)NCC2CCN(CC2)CCCCCCN)C=C1Cl)OC (4-Amino-N-(1-(6-aminohexyl)piperidin-4-ylmethyl)-5-chloro-2-methoxybenzamide), ClC=1C=C(C=O)C=CC1Cl (3,4-dichlorobenzaldehyde). Product: NC1=CC(=C(C(=O)NCC2CCN(CC2)CCCCCCNCC2=CC(=C(C=C2)Cl)Cl)C=C1Cl)OC (4-amino-5-chloro-N-((1-(6-(3,4-dichlorobenzylamino)hexyl)piperidin-4-yl)methyl)-2-methoxybenzamide). Isolated yield 50.7%. As a reaction SMILES: [NH2:1][C:2]1[C:24]([Cl:25])=[CH:23][C:5]([C:6]([NH:8][CH2:9][CH:10]2[CH2:15][CH2:14][N:13]([CH2:16][CH2:17][CH2:18][CH2:19][CH2:20][CH2:21][NH2:22])[CH2:12][CH2:11]2)=[O:7])=[C:4]([O:26][CH3:27])[CH:3]=1.[Cl:28][C:29]1[CH:30]=[C:31]([CH:34]=[CH:35][C:36]=1[Cl:37])[CH:32]=O>>[NH2:1][C:2]1[C:24]([Cl:25])=[CH:23][C:5]([C:6]([NH:8][CH2:9][CH:10]2[CH2:11][CH2:12][N:13]([CH2:16][CH2:17][CH2:18][CH2:19][CH2:20][CH2:21][NH:22][CH2:32][C:31]3[CH:34]=[CH:35][C:36]([Cl:37])=[C:29]([Cl:28])[CH:30]=3)[CH2:14][CH2:15]2)=[O:7])=[C:4]([O:26][CH3:27])[CH:3]=1. Procedure details: 4-Amino-N-(1-(6-aminohexyl)piperidin-4-ylmethyl)-5-chloro-2-methoxybenzamide (2.0 g) as starting compound and 3,4-dichlorobenzaldehyde (0.97 g) were reacted and treated in the same manner as in Example 121 to give 1.42 g of 4-amino-5-chloro-N-((1-(6-(3,4-dichlorobenzylamino)hexyl)piperidin-4-yl)methyl)-2-methoxybenzamide. The reactants are [Al+3], CCNc1nc(SC)ncc1C(=O)OCC, C1CCOC1, [H-], [H-], [H-], [H-], [Li+]. The product is CCNc1nc(SC)ncc1CO. RXN SMILES: [Al+3:18].[CH2:1]([CH3:2])[NH:3][c:4]1[n:5][c:6]([S:15][CH3:16])[n:7][cH:8][c:9]1[C:10](=[O:11])[O:12][CH2:13][CH3:14].[CH2:23]1[O:24][CH2:25][CH2:26][CH2:27]1.[H-:17].[H-:20].[H-:21].[H-:22].[Li+:19]>>[CH2:1]([CH3:2])[NH:3][c:4]1[n:5][c:6]([S:15][CH3:16])[n:7][cH:8][c:9]1[CH2:10][OH:11].